Dataset: the Open Reaction Database (ORD), a public repository of structured organic reaction records. Task: describe an organic reaction: reactants, conditions, products, and yield The reactants are C1(CC1)CS(=O)(=O)C=1C=C(C=CC1)C1=CC=C2C=NC(=NN21)SC (7-(3-cyclopropylmethanesulfonyl-phenyl)-2-methylsulfanyl-pyrrolo[2,1-f][1,2,4]triazine), CN1N=CC2=CC=C(C=C12)N (1-methyl-1H-indazol-6-ylamine). The product is C1(CC1)CS(=O)(=O)C=1C=C(C=CC1)C1=CC=C2C=NC(=NN21)NC2=CC=C1C=NN(C1=C2)C ([7-(3-Cyclopropylmethanesulfonyl-phenyl)-pyrrolo[2,1-f][1,2,4]triazin-2-yl]-(1-methyl-1H-indazol-6-yl)-amine). RXN SMILES: [CH:1]1([CH2:4][S:5]([C:8]2[CH:9]=[C:10]([C:14]3[N:22]4[C:17]([CH:18]=[N:19][C:20](SC)=[N:21]4)=[CH:16][CH:15]=3)[CH:11]=[CH:12][CH:13]=2)(=[O:7])=[O:6])[CH2:3][CH2:2]1.[CH3:25][N:26]1[C:34]2[C:29](=[CH:30][CH:31]=[C:32]([NH2:35])[CH:33]=2)[CH:28]=[N:27]1>>[CH:1]1([CH2:4][S:5]([C:8]2[CH:9]=[C:10]([C:14]3[N:22]4[C:17]([CH:18]=[N:19][C:20]([NH:35][C:32]5[CH:33]=[C:34]6[C:29]([CH:28]=[N:27][N:26]6[CH3:25])=[CH:30][CH:31]=5)=[N:21]4)=[CH:16][CH:15]=3)[CH:11]=[CH:12][CH:13]=2)(=[O:7])=[O:6])[CH2:3][CH2:2]1. Procedure: Following the synthetic and purification procedures described in Example 1293d, 7-(3-cyclopropylmethanesulfonyl-phenyl)-2-methylsulfanyl-pyrrolo[2,1-f][1,2,4]triazine (75 mg, 0.20 mmol) was coupled with 1-methyl-1H-indazol-6-ylamine (50.0 mg, 0.340 mmol) at 105° C. for 168 h to afford the titled compound. Yield of TFA salt: 11 mg (10%) of brown powder; LC/MS: 459 (M+H); HPLC: 97% pure, RT=3.29 min; 1H NMR: (DMSO, δ) 9.74 (s, 1H), 9.10 (s, 1H), 8.58 (d, J=7.7, 1H), 8.32 (s, 1H), 8.00 (s, 1H), 7.8... The reactants are O1C=NC=C1 (oxazole), [Li]CCCC (n-BuLi), C1CCOC1 (THF), ClC=1C2=C(N=C(N1)N)N(N=N2)CC2=C(C=CC=C2)F (7-chloro-3-(2-fluorobenzyl)-3H-[1,2,3]triazolo[4,5-d]pyrimidine-5-amine). Reagents/catalysts: C=1C=CC(=CC1)[P](C=2C=CC=CC2)(C=3C=CC=CC3)[Pd]([P](C=4C=CC=CC4)(C=5C=CC=CC5)C=6C=CC=CC6)([P](C=7C=CC=CC7)(C=8C=CC=CC8)C=9C=CC=CC9)[P](C=1C=CC=CC1)(C=1C=CC=CC1)C=1C=CC=CC1 (Pd(PPh3)4), [Cl-].[Cl-].[Zn+2] (ZnCl2). Run at time 30 minute. Yields the product CCCC(C)C.CCOC(=O)C (iso-hexane EtOAc), title compound. Isolated yield 2.0%. As a reaction SMILES: [O:1]1C=CN=C1.[Li]CCCC.ClC1C2N=NN([CH2:22][C:23]3[CH:28]=C[CH:26]=[CH:25][C:24]=3F)C=2N=C(N)N=1.[CH2:30]1[CH2:34][O:33][CH2:32][CH2:31]1>[Cl-].[Cl-].[Zn+2].C1C=CC([P]([Pd]([P](C2C=CC=CC=2)(C2C=CC=CC=2)C2C=CC=CC=2)([P](C2C=CC=CC=2)(C2C=CC=CC=2)C2C=CC=CC=2)[P](C2C=CC=CC=2)(C2C=CC=CC=2)C2C=CC=CC=2)(C2C=CC=CC=2)C2C=CC=CC=2)=CC=1>[CH3:26][CH2:25][CH2:24][CH:23]([CH3:28])[CH3:22].[CH3:31][CH2:32][O:33][C:34]([CH3:30])=[O:1] |f:4.5.6,8.9,^1:41,43,62,81|. Reported procedure: A stirred solution of oxazole (138 mg, 2.0 mmol) in dry THF (10 mL) at −78° C., under argon was treated with n-BuLi (1.25 mL, 1.6-M in hexanes, 2.0 mmol), stirred for 30 min, treated with a solution of ZnCl2 (2.0 mL, 1-M in Et2O, 2.0 mmol)) and allowed to warm gradually to room temperature. The mixture was treated with 7-chloro-3-(2-fluorobenzyl)-3H-[1,2,3]triazolo[4,5-d]pyrimidine-5-amine (280 mg, 1.0 mmol) and Pd(PPh3)4 (100 mg), refluxed for 4 h and partitioned between saturated NH4Cl solutio... Reactants: B (Borane), NC=1C=CC(=C(C(=O)NC)C1)SC(C)C (5-Amino-2-(isopropylthio)-N-methylbenzamide), Cl (hydrochloric acid). Solvent: C1CCOC1 (THF). Run at temperature 70 celsius. Yields the product C(C)(C)SC1=C(C=C(N)C=C1)CNC (4-(Isopropylthio)-3-((methylamino)methyl)aniline). Yield: 112.1%. Reaction SMILES: B.[NH2:2][C:3]1[CH:4]=[CH:5][C:6]([S:13][CH:14]([CH3:16])[CH3:15])=[C:7]([CH:12]=1)[C:8]([NH:10][CH3:11])=O.Cl>C1COCC1>[CH:14]([S:13][C:6]1[CH:5]=[CH:4][C:3]([NH2:2])=[CH:12][C:7]=1[CH2:8][NH:10][CH3:11])([CH3:16])[CH3:15]. Procedure details: Borane (1M solution in THF, 10 mL, 10 mmol) was added slowly dropwise to a solution of 16C (0.98 g, 4.37 mmol) in THF (60 mL) at 0° C. The reaction mixture was then heated to 70° C. overnight. The reaction mixture was cooled in an ice bath and quenched by cautious addition of hydrochloric acid (2N, 12 mL, 24 mmol). The reaction mixture was refluxed for 2 h and then concentrated almost to dryness in vacuo. The residue was coevaporated with methanol (3×), diluted with ethyl acetate and sodium hydr... The reactants are C1(CCCCC1)N(C(CCOCCC1=CC(=CC=C1)C=1C=NN(C1)C)=O)CC(OC)OC (N-cyclohexyl-N-(2,2-dimethoxyethyl)-3-(3-(1-methyl-1H-pyrazol-4-yl)phenethoxy)propanamide), O.C1(=CC=C(C=C1)S(=O)(=O)O)C (p-toluenesulfonic acid monohydrate). Solvent: O1CCCC1 (tetrahydrofuran), O1CCCC1 (tetrahydrofuran). Conditions: time 1 hour. Yields the product C1(CCCCC1)N(C(CCOCCC1=CC(=CC=C1)C=1C=NN(C1)C)=O)CC=O (N-Cyclohexyl-3-(3-(1-methyl-1H-pyrazol-4-yl)phenethoxy)-N-(2-oxoethyl)propanamide). As a reaction SMILES: [CH:1]1([N:7]([CH2:27][CH:28](OC)[O:29]C)[C:8](=[O:26])[CH2:9][CH2:10][O:11][CH2:12][CH2:13][C:14]2[CH:19]=[CH:18][CH:17]=[C:16]([C:20]3[CH:21]=[N:22][N:23]([CH3:25])[CH:24]=3)[CH:15]=2)[CH2:6][CH2:5][CH2:4][CH2:3][CH2:2]1.O.C1(C)C=CC(S(O)(=O)=O)=CC=1>O1CCCC1>[CH:1]1([N:7]([CH2:27][CH:28]=[O:29])[C:8](=[O:26])[CH2:9][CH2:10][O:11][CH2:12][CH2:13][C:14]2[CH:19]=[CH:18][CH:17]=[C:16]([C:20]3[CH:21]=[N:22][N:23]([CH3:25])[CH:24]=3)[CH:15]=2)[CH2:6][CH2:5][CH2:4][CH2:3][CH2:2]1 |f:1.2|. Procedure details: A solution of N-cyclohexyl-N-(2,2-dimethoxyethyl)-3-(3-(1-methyl-1H-pyrazol-4-yl)phenethoxy)propanamide (50.3 g) in tetrahydrofuran (150.9 mL) was added to a solution of p-toluenesulfonic acid monohydrate (86.3 g) in tetrahydrofuran (100.1 mL) at 20° C. to give a solution. A line wash of tetrahydrofuran (50.3 mL) was then added and the solution stirred at ambient temperature for 1 h before being added to a solution of sodium hydroxide (19.6 g) and sodium chloride (100.6 g) in water (502.9 mL) at... Starting materials: O=C([O-])O, O=C([O-])[O-], CCOC(=O)n1nc(OC2OC(COC(=O)C(C)(C)C)C(OC(=O)C(C)(C)C)C(OC(=O)C(C)(C)C)C2OC(=O)C(C)(C)C)c(Cc2ccccc2)c1C(C)C, CO, [K+], [K+], [Na+], O. The product is CC(C)c1[nH]nc(OC2OC(COC(=O)C(C)(C)C)C(OC(=O)C(C)(C)C)C(OC(=O)C(C)(C)C)C2OC(=O)C(C)(C)C)c1Cc1ccccc1. As a reaction SMILES: [C:57](=[O:58])([OH:59])[O-:60].[C:62](=[O:63])([O-:64])[O-:65].[CH2:1]([c:2]1[cH:3][cH:4][cH:5][cH:6][cH:7]1)[c:8]1[c:9]([O:21][CH:22]2[CH:23]([O:24][C:25]([C:26]([CH3:27])([CH3:28])[CH3:29])=[O:30])[CH:31]([O:32][C:33]([C:34]([CH3:35])([CH3:36])[CH3:37])=[O:38])[CH:39]([O:40][C:41]([C:42]([CH3:43])([CH3:44])[CH3:45])=[O:46])[CH:47]([CH2:49][O:50][C:51]([C:52]([CH3:53])([CH3:54])[CH3:55])=[O:56])[O:48]2)[n:10][n:11]([C:16]([O:17][CH2:18][CH3:19])=[O:20])[c:12]1[CH:13]([CH3:14])[CH3:15].[CH3:69][OH:70].[K+:66].[K+:67].[Na+:61].[OH2:68]>>[CH2:1]([c:2]1[cH:3][cH:4][cH:5][cH:6][cH:7]1)[c:8]1[c:9]([O:21][CH:22]2[CH:23]([O:24][C:25]([C:26]([CH3:27])([CH3:28])[CH3:29])=[O:30])[CH:31]([O:32][C:33]([C:34]([CH3:35])([CH3:36])[CH3:37])=[O:38])[CH:39]([O:40][C:41]([C:42]([CH3:43])([CH3:44])[CH3:45])=[O:46])[CH:47]([CH2:49][O:50][C:51]([C:52]([CH3:53])([CH3:54])[CH3:55])=[O:56])[O:48]2)[n:10][nH:11][c:12]1[CH:13]([CH3:14])[CH3:15]. Reactants: CC=1C=C(C=CC1C)SCC(CCC(=O)OC)C(N(CCCCC)CCCCC)=O (methyl 5-(3,4-dimethylphenylthio)-4-(N,N-dipentylcarbamoyl)pentanoate), ClC1=CC(=CC=C1)C(=O)OO (m-chloroperbenzoic acid), S(=O)([O-])[O-].[Na+].[Na+] (sodium sulfite). The solvent is ClCCl (dichloromethane). Reaction conditions: temperature -78 celsius. Product: CC=1C=C(C=CC1C)S(=O)CC(CCC(=O)OC)C(N(CCCCC)CCCCC)=O (methyl 5-(3,4-dimethylphenylsulfinyl)-4-(N,N-dipentylcarbamoyl)pentanoate). The yield is 21.0%. RXN SMILES: [CH3:1][C:2]1[CH:3]=[C:4]([S:9][CH2:10][CH:11]([C:18](=[O:30])[N:19]([CH2:25][CH2:26][CH2:27][CH2:28][CH3:29])[CH2:20][CH2:21][CH2:22][CH2:23][CH3:24])[CH2:12][CH2:13][C:14]([O:16][CH3:17])=[O:15])[CH:5]=[CH:6][C:7]=1[CH3:8].ClC1C=CC=C(C(OO)=[O:39])C=1.S([O-])([O-])=O.[Na+].[Na+]>ClCCl>[CH3:1][C:2]1[CH:3]=[C:4]([S:9]([CH2:10][CH:11]([C:18](=[O:30])[N:19]([CH2:20][CH2:21][CH2:22][CH2:23][CH3:24])[CH2:25][CH2:26][CH2:27][CH2:28][CH3:29])[CH2:12][CH2:13][C:14]([O:16][CH3:17])=[O:15])=[O:39])[CH:5]=[CH:6][C:7]=1[CH3:8] |f:2.3.4|. Reported procedure: Into a solution of methyl 5-(3,4-dimethylphenylthio)-4-(N,N-dipentylcarbamoyl)pentanoate (0.55 g) in dry dichloromethane (10 ml) were added portions of m-chloroperbenzoic acid (70%, 0.31 g) with stirring at -78° C. After stirring at -78° C. for 3 hours, sodium sulfite was added. The reaction mixture was washed with a saturated sodium bicarbonate solution and water, dried over MgSO4, and concentrated in vacuo. The residue was purified by flash column chromatography on silica by eluting with benze...